From a dataset of the Open Reaction Database (ORD), a public repository of structured organic reaction records. describe an organic reaction: reactants, conditions, products, and yield The reactants are CCOC(=O)c1c(-c2ccc(OC)cc2)c(-c2ccc(OC)cc2)n[nH]c1=O, ClCC1CC1. Yields the product CCOC(=O)c1c(-c2ccc(OC)cc2)c(-c2ccc(OC)cc2)nn(CC2CC2)c1=O. Reaction SMILES: [CH3:1][O:2][c:3]1[cH:4][cH:5][c:6](-[c:9]2[c:10]([C:24](=[O:25])[O:26][CH2:27][CH3:28])[c:11](=[O:23])[nH:12][n:13][c:14]2-[c:15]2[cH:16][cH:17][c:18]([O:21][CH3:22])[cH:19][cH:20]2)[cH:7][cH:8]1.[Cl:29][CH2:30][CH:31]1[CH2:32][CH2:33]1>>[CH3:1][O:2][c:3]1[cH:4][cH:5][c:6](-[c:9]2[c:10]([C:24](=[O:25])[O:26][CH2:27][CH3:28])[c:11](=[O:23])[n:12]([CH2:30][CH:31]3[CH2:32][CH2:33]3)[n:13][c:14]2-[c:15]2[cH:16][cH:17][c:18]([O:21][CH3:22])[cH:19][cH:20]2)[cH:7][cH:8]1.